From a dataset of the Open Reaction Database (ORD), a public repository of structured organic reaction records. describe an organic reaction: reactants, conditions, products, and yield The reactants are CC1C(C(=O)OC)=CC(=C(C1=S(=O)=O)Br)C (methyl 2-methyl-4-bromo-5-methyl-sulfonyl-benzoate), C1=CCCC1 (cyclopentene), CC1=C(C(=O)Cl)C=C(C(=C1)C1C=CCC1)S(=O)(=O)C (2-methyl-4-(1-cyclopentene-3-yl)-5-methylsulfonylbenzoyl chloride), NC(=N)N (guanidine), [Cl-].NC(=[NH2+])N (guanidinium chloride), [Na] (sodium). The solvent is COCCOC (ethylene glycol dimethyl ether). Conditions: time 2 hour. Yields the product NC(=NC(C1=C(C=C(C(=C1)S(=O)(=O)C)C1C=CCC1)C)=O)N (N-diaminomethylene-2-methyl-4-(1-cyclopentene-3-yl)-5-methylsulfonylbenzamide). Reaction SMILES: [NH2:1][C:2]([NH2:4])=[NH:3].[Cl-].NC(N)=[NH2+].[Na].[CH3:11][C:12]1[CH:20]=[C:19]([CH:21]2[CH2:25][CH2:24][CH:23]=[CH:22]2)[C:18]([S:26]([CH3:29])(=[O:28])=[O:27])=[CH:17][C:13]=1[C:14](Cl)=[O:15].CC1C(=S(=O)=O)C(Br)=C(C)C=C1C(OC)=O.C1CCCC=1>COCCOC>[NH2:3][C:2]([NH2:4])=[N:1][C:14](=[O:15])[C:13]1[CH:17]=[C:18]([S:26]([CH3:29])(=[O:28])=[O:27])[C:19]([CH:21]2[CH2:25][CH2:24][CH:23]=[CH:22]2)=[CH:20][C:12]=1[CH3:11] |f:1.2,^1:9|. Reported procedure: A fresh guanidine solution prepared from 5.6 g of guanidinium chloride and 1.6 g of sodium in 40 ml of ethylene glycol dimethyl ether is added to a solution of 1.2 g of 2-methyl-4-(1-cyclopentene-3-yl)-5-methylsulfonylbenzoyl chloride [obtainable by reaction of methyl 2-methyl-4-bromo-5-methyl-sulfonyl-benzoate with cyclopentene in the presence of Pd(II)acetate and tri-o-tolylphosphine, separation of the two isomers by means of a Prebar® stainless steel cartridge 250-50, filled with LiChroprep R... The reactants are C(C)OCC (diethyl ether), ClC1=NC(=NC(=N1)C1=C(C=CC(=C1)Cl)C)NC1=CC=C(C=C1)CO ({4-[4-Chloro-6-(5-chloro-2-methyl-phenyl)-[1,3,5]triazin-2-ylamino]-phenyl}-methanol), 3A, [Cr](=O)(=O)([O-])Cl.[NH+]1=CC=CC=C1 (pyridinium chlorochromate). Run in ClCCl (dichloromethane). Reaction conditions: time 6 hour. Product: NC1=NC(=NC(=N1)C1=C(C=CC(=C1)Cl)C)NC1=CC=C(C=O)C=C1 (4-[4-Amino-6-(5-chloro-2-methyl-phenyl)-[1,3,5]triazin-2-ylamino]-benzaldehyde). Isolated yield 6.7%. As a reaction SMILES: Cl[C:2]1[N:7]=[C:6]([C:8]2[CH:13]=[C:12]([Cl:14])[CH:11]=[CH:10][C:9]=2[CH3:15])[N:5]=[C:4]([NH:16][C:17]2[CH:22]=[CH:21][C:20]([CH2:23][OH:24])=[CH:19][CH:18]=2)[N:3]=1.[Cr](Cl)([O-])(=O)=O.[NH+:30]1C=CC=CC=1.C(OCC)C>ClCCl>[NH2:30][C:2]1[N:7]=[C:6]([C:8]2[CH:13]=[C:12]([Cl:14])[CH:11]=[CH:10][C:9]=2[CH3:15])[N:5]=[C:4]([NH:16][C:17]2[CH:22]=[CH:21][C:20]([CH:23]=[O:24])=[CH:19][CH:18]=2)[N:3]=1 |f:1.2|. Reported procedure: To a suspension of the title compound of Example 41 (375 mg, 1.1 mmol) in dichloromethane (100 ml) was added pyridinium chlorochromate (810 mg, 2.7 mmol) and crushed molecular sieves (1.25 g, 3A). After stirring for 6 hours, diethyl ether (150 ml) was added and the mixture was filtered through a pad of silica gel under suction. The filtrate was concentrated under reduced pressure and purified by flash chromatography on silica gel eluting with ethyl acetate-hexane (1:3 followed by 1:2 followed by... Reactants: O=C([O-])O, COc1cc(Nc2c(C#N)cnc3cc(-c4csc(C5OCCO5)c4)ccc23)c(Cl)cc1Cl, Cl, [Na+], C1CCOC1. Yields the product COc1cc(Nc2c(C#N)cnc3cc(-c4csc(C=O)c4)ccc23)c(Cl)cc1Cl. Reaction SMILES: [C:34](=[O:35])([OH:36])[O-:37].[Cl:1][c:2]1[c:3]([NH:4][c:5]2[c:6]([C:25]#[N:26])[cH:7][n:8][c:9]3[cH:10][c:11](-[c:15]4[cH:16][s:17][c:18]([CH:20]5[O:21][CH2:24][CH2:23][O:22]5)[cH:19]4)[cH:12][cH:13][c:14]23)[cH:27][c:28]([O:32][CH3:33])[c:29]([Cl:31])[cH:30]1.[ClH:44].[Na+:38].[O:39]1[CH2:40][CH2:41][CH2:42][CH2:43]1>>[Cl:1][c:2]1[c:3]([NH:4][c:5]2[c:6]([C:25]#[N:26])[cH:7][n:8][c:9]3[cH:10][c:11](-[c:15]4[cH:16][s:17][c:18]([CH:20]=[O:21])[cH:19]4)[cH:12][cH:13][c:14]23)[cH:27][c:28]([O:32][CH3:33])[c:29]([Cl:31])[cH:30]1. The reactants are COP(=O)(OC)C=1C=C(C=CC1)/C=C/C(=O)OC(C)(C)C (tert-butyl (2E)-3-[3-(dimethoxyphosphoryl)phenyl]acrylate), C(=O)(C(F)(F)F)O (TFA). The solvent is ClCCl (dichloromethane), C(Cl)Cl (DCM). Yields the product COP(=O)(OC)C=1C=C(C=CC1)/C=C/C(=O)O ((2E)3-[3-(dimethoxyphosphoryl)phenyl]acrylic acid). Reaction SMILES: [CH3:1][O:2][P:3]([C:7]1[CH:8]=[C:9](/[CH:13]=[CH:14]/[C:15]([O:17]C(C)(C)C)=[O:16])[CH:10]=[CH:11][CH:12]=1)([O:5][CH3:6])=[O:4].C(O)(C(F)(F)F)=O>ClCCl>[CH3:1][O:2][P:3]([C:7]1[CH:8]=[C:9](/[CH:13]=[CH:14]/[C:15]([OH:17])=[O:16])[CH:10]=[CH:11][CH:12]=1)([O:5][CH3:6])=[O:4]. Procedure: tert-butyl (2E)-3-[3-(dimethoxyphosphoryl)phenyl]acrylate was dissolved in dichloromethane (6 ml). TFA (3 ml, 38.9 mmol) was added. The reaction was allowed to stir for approximately one and a half hours. The reaction was complete as indicated by LCMS. The reaction was diluted with DCM and washed with brine. The aqueous layer was extracted three times with DCM. The combined organic layer was dried over Na2SO42, filtered, and concentrated. MS: calc'd 257 (MH+), exp 257 (MH+) Reactants: O=C([O-])[O-], O=C([O-])O, CCCCS(=O)(=O)Cl, ClCCl, Fc1ccc(NCc2cccnc2)c(F)c1, [K+], [K+], [Na+], [Na+], [OH-]. The product is CCCCS(=O)(=O)N(Cc1cccnc1)c1ccc(F)cc1F. RXN SMILES: [C:17](=[O:18])([O-:19])[O-:20].[C:31](=[O:32])([OH:33])[O-:34].[CH2:23]([CH2:24][CH2:25][CH3:26])[S:27](=[O:28])(=[O:29])[Cl:30].[Cl:38][CH2:39][Cl:40].[F:1][c:2]1[c:3]([NH:9][CH2:10][c:11]2[cH:12][n:13][cH:14][cH:15][cH:16]2)[cH:4][cH:5][c:6]([F:8])[cH:7]1.[K+:21].[K+:22].[Na+:35].[Na+:37].[OH-:36]>>[F:1][c:2]1[c:3]([N:9]([CH2:10][c:11]2[cH:12][n:13][cH:14][cH:15][cH:16]2)[S:27]([CH2:23][CH2:24][CH2:25][CH3:26])(=[O:28])=[O:29])[cH:4][cH:5][c:6]([F:8])[cH:7]1. The reactants are [OH-].[NH4+] (ammonium hydroxide), N1=CN=C2N=CNC2=C1 (Purine), methylphosphonates, d-TpTpT, CP([O-])([O-])=O (methylphosphonate), purine bases, C[C@@H](C(=O)N[C@@H](C1=CC=CC=C1)C(=O)OC(C)(C)C)NC(=O)CC2=CC(=CC(=C2)F)F (dApT), C(CN(CC(=O)[O-])CC(=O)[O-])N(CCN(CC(=O)[O-])CC(=O)[O-])CC(=O)[O-] (dTpA), d-ApApA. The solvent is Cl (hydrochloric acid), Cl (hydrochloric acid). Product: N1=CN=C2N=CNC2=C1N (adenine). Reaction SMILES: [N:1]1[CH:9]=[C:8]2[C:4]([N:5]=[CH:6][NH:7]2)=[N:3][CH:2]=1.CP(=O)([O-])[O-].C[C@H](NC(CC1C=C(F)C=C(F)C=1)=O)C([NH:19][C@H](C(OC(C)(C)C)=O)C1C=CC=CC=1)=O.C(N(CC([O-])=O)CCN(CC([O-])=O)CC([O-])=O)CN(CC([O-])=O)CC([O-])=O.[OH-].[NH4+]>Cl>[N:1]1[C:9]([NH2:19])=[C:8]2[C:4]([N:5]=[CH:6][NH:7]2)=[N:3][CH:2]=1 |f:4.5|. Reported procedure: Purine-containing oligonucleoside methylphosphonates may be depurinated by treatment by hydrochloric acid at 65° C. The methylphosphonate linkage is resistant to hydrolysis by these conditions as shown by the stability of d-TpT and d-TpTpT. On the other hand, dimers or trimers containing purine bases such as d-ApA, dApT, dTpA or d-ApApA have half-lives between 92 and 144 min in 0.01 M hydrochloric acid. Following neutralization with ammonium hydroxide, the products of these reactions were charac... The reactants are [N+](=O)(O)[O-] (nitric acid), S(O)(O)(=O)=O (sulfuric acid), BrC1=C(C=CC(=C1)C)C (bromo-p-xylene). Solvent: C(C)(=O)OC(C)=O (acetic anhydride). Run at time 1 hour. The product is BrC1=C(C=C(C(=C1)C)[N+](=O)[O-])C (2-bromo-5-nitro-p-xylene). As a reaction SMILES: [Br:1][C:2]1[CH:7]=[C:6]([CH3:8])[CH:5]=[CH:4][C:3]=1[CH3:9].[N+:10]([O-])([OH:12])=[O:11].S(=O)(=O)(O)O>C(OC(=O)C)(=O)C>[Br:1][C:2]1[CH:7]=[C:6]([CH3:8])[C:5]([N+:10]([O-:12])=[O:11])=[CH:4][C:3]=1[CH3:9]. Reported procedure: 740 g of bromo-p-xylene were initially introduced in acetic anhydride (ice-bath cooling) and nitrating acid (prepared from 400 ml of fuming nitric acid and 480 ml of concentrated sulfuric acid) was slowly added dropwise. During the addition, it was ensured that the internal temperature remained between 22° C.-25° C. When the addition was complete (duration about 5 hours), the ice bath was removed, and the mixture was stirred at RT for about a further 1 hour.